This data is from the Open Reaction Database (ORD), a public repository of structured organic reaction records. The task is: describe an organic reaction: reactants, conditions, products, and yield Starting materials: CO, CCC(O)C1CC(N(C)C(C)C)CCC1N1CCC(NC(=O)OCc2ccccc2)C1=O. The product is CCC(O)C1CC(N(C)C(C)C)CCC1N1CCC(N)C1=O. RXN SMILES: [CH3:33][OH:34].[OH:1][CH:2]([CH2:3][CH3:4])[CH:5]1[CH:6]([N:16]2[C:17](=[O:32])[CH:18]([NH:21][C:22](=[O:23])[O:24][CH2:25][c:26]3[cH:27][cH:28][cH:29][cH:30][cH:31]3)[CH2:19][CH2:20]2)[CH2:7][CH2:8][CH:9]([N:11]([CH3:12])[CH:13]([CH3:14])[CH3:15])[CH2:10]1>>[OH:1][CH:2]([CH2:3][CH3:4])[CH:5]1[CH:6]([N:16]2[C:17](=[O:32])[CH:18]([NH2:21])[CH2:19][CH2:20]2)[CH2:7][CH2:8][CH:9]([N:11]([CH3:12])[CH:13]([CH3:14])[CH3:15])[CH2:10]1. Solvent: C(Cl)Cl (DCM). Starting materials: C(C)(C)(C)OC(=O)N1CCC(CC1)N1C=NC2=C1C=CC(=C2)C#N (tert-Butyl-4-(5-cyano-1H-benzimidazol-1-yl)piperidin-1-carboxylate). Yields the product N1CCC(CC1)N1C=NC2=C1C=CC(=C2)C#N (1-piperidin-4-yl-1H-benzimidazole-5-carbonitrile). As a reaction SMILES: C(OC([N:8]1[CH2:13][CH2:12][CH:11]([N:14]2[C:18]3[CH:19]=[CH:20][C:21]([C:23]#[N:24])=[CH:22][C:17]=3[N:16]=[CH:15]2)[CH2:10][CH2:9]1)=O)(C)(C)C>C(Cl)Cl>[NH:8]1[CH2:9][CH2:10][CH:11]([N:14]2[C:18]3[CH:19]=[CH:20][C:21]([C:23]#[N:24])=[CH:22][C:17]=3[N:16]=[CH:15]2)[CH2:12][CH2:13]1. Reported procedure: tert-Butyl-4-(5-cyano-1H-benzimidazol-1-yl)piperidin-1-carboxylate (326 mg) was dissolved in DCM (10 ml) and silica gel (10 g) was added and the mixture evaporated to dryness. Toluene (100 ml) was added and the mixture refluxed for 15 hours. The mixture was evaporated to dryness and the silica was then washed with dichloromethane. The organics were evaporated to a gum which was purified by chromatography on silica eluting with NH3/MeOH/dichloromethane (2:18:80) to give the title compound as a so... Starting materials: Cl.NC=1C(=C2N(N=CC(=C2NC2=CC=C(C=C2)OC2=CC=CC=C2)C#N)C1)C (6-Amino-5-methyl-4-(4-phenoxy-phenylamino)-pyrrolo[1,2-b]pyridazine-3-carbonitrile hydrochloride), ClC=1SC2=C(N1)C=CC=C2 (2-chlorobenzothiazole). The solvent is CN(C)C=O (DMF). Product: S1C(=NC2=C1C=CC=C2)NC=2C(=C1N(N=CC(=C1NC1=CC=C(C=C1)OC1=CC=CC=C1)C#N)C2)C (6-(Benzothiazol-2-ylamino)-5-methyl-4-(4-phenoxy-phenylamino)-pyrrolo[1,2-b]pyridazine-3-carbonitrile). As a reaction SMILES: Cl.[NH2:2][C:3]1[C:4]([CH3:28])=[C:5]2[C:10]([NH:11][C:12]3[CH:17]=[CH:16][C:15]([O:18][C:19]4[CH:24]=[CH:23][CH:22]=[CH:21][CH:20]=4)=[CH:14][CH:13]=3)=[C:9]([C:25]#[N:26])[CH:8]=[N:7][N:6]2[CH:27]=1.Cl[C:30]1[S:31][C:32]2[CH:38]=[CH:37][CH:36]=[CH:35][C:33]=2[N:34]=1>CN(C=O)C>[S:31]1[C:32]2[CH:38]=[CH:37][CH:36]=[CH:35][C:33]=2[N:34]=[C:30]1[NH:2][C:3]1[C:4]([CH3:28])=[C:5]2[C:10]([NH:11][C:12]3[CH:13]=[CH:14][C:15]([O:18][C:19]4[CH:24]=[CH:23][CH:22]=[CH:21][CH:20]=4)=[CH:16][CH:17]=3)=[C:9]([C:25]#[N:26])[CH:8]=[N:7][N:6]2[CH:27]=1 |f:0.1|. Procedure: 6-Amino-5-methyl-4-(4-phenoxy-phenylamino)-pyrrolo[1,2-b]pyridazine-3-carbonitrile hydrochloride (9.5 mg, 0.024 mmol) and 2-chlorobenzothiazole (4.4 mg, 0.026 mmol) in DMF (0.1 ml) were stirred at 100° C. for 12 hrs. The reaction mixture was concentrated and purified by silica gel flash chromatography to isolate 379 as a yellow film (3.3 mg, 28%). [M+H]+489.14 Isolated yield 69.6%. Reagents/catalysts: Pt. Yields the product BrC=1C2=C(C=3NC(C(N(C3C1)O)=O)=O)N=CC=C2 (6-Bromo-4-hydroxypyrido[2,3-f]quinoxaline-2,3(1H,4H)-dione). Starting materials: BrC1=C2C=CC=NC2=C(C(=C1)[N+](=O)[O-])NC(=O)C(=O)OCC (5-Bromo-8-ethoxalylamino-7-nitroquinoline). As a reaction SMILES: [Br:1][C:2]1[CH:11]=[C:10]([N+:12]([O-])=[O:13])[C:9]([NH:15][C:16]([C:18]([O:20]CC)=O)=[O:17])=[C:8]2[C:3]=1[CH:4]=[CH:5][CH:6]=[N:7]2>C(O)C>[Br:1][C:2]1[C:3]2[CH:4]=[CH:5][CH:6]=[N:7][C:8]=2[C:9]2[NH:15][C:16](=[O:17])[C:18](=[O:20])[N:12]([OH:13])[C:10]=2[CH:11]=1. The solvent is C(C)O (ethanol). Procedure: 0.5 g (1.4 mmol) 5-Bromo-8-ethoxalylamino-7-nitroquinoline in 30 ml ethanol was hydrogenated at atm. pressure by using 100 mg (5%) Pt/c as a catalyst. The reaction mixture was filtered and the filtrate was evaporated in vacuo. The residue was stirred with water and the precipitate was filtered off. The crude product was washed with ethanol to give 0.3 g (72%) of 6-Bromo-4-hydroxypyrido[2,3-f]quinoxaline-2,3(1H,4H)-dione. M.p. decomp. MS m/z: 307 (M+, 20%), 291 (70%), 156 (100%), 128 (70%). The reactants are C(C1=CC=CC=C1)(=O)OCCCC=O (4-benzoyloxybutanal), [Cl-].C[NH2+]C (dimethylammonium chloride), C=O (formaldehyde). The product is C(C1=CC=CC=C1)(=O)OCCC(C=O)=C (4-benzoyloxy-2-methylenebutanal). As a reaction SMILES: [C:1]([O:9][CH2:10][CH2:11][CH2:12][CH:13]=[O:14])(=[O:8])[C:2]1[CH:7]=[CH:6][CH:5]=[CH:4][CH:3]=1.[Cl-].[CH3:16][NH2+]C.C=O>>[C:1]([O:9][CH2:10][CH2:11][C:12](=[CH2:16])[CH:13]=[O:14])(=[O:8])[C:2]1[CH:7]=[CH:6][CH:5]=[CH:4][CH:3]=1 |f:1.2|. Reported procedure: 10 g (52 mmol) of 4-benzoyloxybutanal, 4.78 g (58.6 mmol) of dimethylammonium chloride and 4.6 ml (60.8 mmol) of formaldehyde solution (37%) are refluxed for one hour with stirring (bath temperature ~110° C.). The mixture is allowed to cool and is extracted three times with ether; the organic phases are combined, washed with saturated sodium chloride solution, dried over MgSO4, filtered and concentrated by evaporation. 4-benzoyloxy-2-methylenebutanal is obtained in the form of a yellowish oil wh...